Dataset: the Open Reaction Database (ORD), a public repository of structured organic reaction records. Task: describe an organic reaction: reactants, conditions, products, and yield Reactants: N1(CCOCC1)CC1=NC=CC=C1 (2-[(4-morpholinyl)methyl]pyridine), [H][H] (hydrogen). Reagents/catalysts: [Pt](=O)=O (platinum(IV) oxide). The solvent is C(C)(=O)O (acetic acid). Product: N1(CCOCC1)CC1NCCCC1 (2-[(4-Morpholinyl)methyl]piperidine). Yield: 52.2%. RXN SMILES: [N:1]1([CH2:7][C:8]2[CH:13]=[CH:12][CH:11]=[CH:10][N:9]=2)[CH2:6][CH2:5][O:4][CH2:3][CH2:2]1.[H][H]>C(O)(=O)C.[Pt](=O)=O>[N:1]1([CH2:7][CH:8]2[CH2:13][CH2:12][CH2:11][CH2:10][NH:9]2)[CH2:6][CH2:5][O:4][CH2:3][CH2:2]1. Procedure: First, 2-[(4-morpholinyl)methyl]pyridine (94.0 g, 0.53 mol) is dissolved in glacial acetic acid (600 ml) and hydrogenated in the presence of platinum(IV) oxide (10.0 g) as catalyst for 2 hours at a hydrogen pressure of 3 bar and a temperature of 50° C. After cooling, the catalyst is filtered off, the filtrate is freed from solvent and the residue is distilled in vacuo. The desired compound (51.0 g) is obtained in the form of a colorless liquid, boiling point 4 mm Hg 91°-92° C. Reactants: C1CCNCC1, CS(C)=O, CCCN1C(=O)N2CC(CCl)N=C2c2[nH]c(C3CCCC3)nc21, Cl, O. The product is CCCN1C(=O)N2CC(CN3CCCCC3)N=C2c2[nH]c(C3CCCC3)nc21, Cl, Cl. RXN SMILES: [CH2:25]1[CH2:26][CH2:27][NH:28][CH2:29][CH2:30]1.[CH3:32][S:33](=[O:34])[CH3:35].[Cl:2][CH2:3][CH:4]1[N:5]=[C:6]2[c:7]3[nH:8][c:9]([CH:20]4[CH2:21][CH2:22][CH2:23][CH2:24]4)[n:10][c:11]3[N:12]([CH2:17][CH2:18][CH3:19])[C:13](=[O:16])[N:14]2[CH2:15]1.[ClH:1].[OH2:31]>>[CH2:3]([CH:4]1[N:5]=[C:6]2[c:7]3[nH:8][c:9]([CH:20]4[CH2:21][CH2:22][CH2:23][CH2:24]4)[n:10][c:11]3[N:12]([CH2:17][CH2:18][CH3:19])[C:13](=[O:16])[N:14]2[CH2:15]1)[N:28]1[CH2:27][CH2:26][CH2:25][CH2:30][CH2:29]1.[ClH:1].[ClH:2]. Product: BrCCCOC1=CC=C(C=C1)[C@@H]1[C@@H](CC(O1)=O)C ((5S, 4R)-5-(4-(3-bromo-propyloxy)phenyl)-4-methyl-2,3,4,5-tetrahydrofuran-2-one). Reactants: BrCCCOC1=CC=C(C=C1)C1C(=CC(O1)=O)C (5-(4-(3-Bromopropyloxy)phenyl)-4-methyl-2-oxo-2,5-dihydrofuran). Reagents/catalysts: O=[Pt]=O (PtO2). Run at time 30 minute. Solvent: C(C)(=O)OCC (ethyl acetate). Reported procedure: The lactone from Example 10 (26 g) was hydrogenated in ethyl acetate (200 ml) over PtO2 (1 g) at 20 p.s.i. H2 pressure for 30 minutes. The mixture was filtered, concentrated and the residue was purified by chromatography on silica gel to Provide the title compound as an oil, contaminated with 7% of the (5S, 4S), (5R, 4R) diastereomer as determined by NMR spectroscopy. RXN SMILES: [Br:1][CH2:2][CH2:3][CH2:4][O:5][C:6]1[CH:11]=[CH:10][C:9]([CH:12]2[O:16][C:15](=[O:17])[CH:14]=[C:13]2[CH3:18])=[CH:8][CH:7]=1>C(OCC)(=O)C.O=[Pt]=O>[Br:1][CH2:2][CH2:3][CH2:4][O:5][C:6]1[CH:11]=[CH:10][C:9]([C@H:12]2[O:16][C:15](=[O:17])[CH2:14][C@H:13]2[CH3:18])=[CH:8][CH:7]=1. Reactants: CC=1NC(CSC1C1C=CN(C=C1)C(=O)OCC(Cl)(Cl)Cl)=O (5-methyl-6-[1-(2,2,2-trichloroethoxycarbonyl)-1,4-dihydro-4-pyridinyl]-2H-1,4-thiazin-3(4H)-one). The reagents and catalysts are [Zn] (zinc). Run in C(=O)O (formic acid). Conditions: time 3 hour. Product: CC=1NC(CSC1C1=CC=NC=C1)=O (5-methyl-6-(4-pyridinyl)- 2H-1,4thiazin-3(4H)-one). Isolated yield 3.7%. As a reaction SMILES: [CH3:1][C:2]1[NH:3][C:4](=[O:22])[CH2:5][S:6][C:7]=1[CH:8]1[CH:13]=[CH:12][N:11](C(OCC(Cl)(Cl)Cl)=O)[CH:10]=[CH:9]1>C(O)=O.[Zn]>[CH3:1][C:2]1[NH:3][C:4](=[O:22])[CH2:5][S:6][C:7]=1[C:8]1[CH:13]=[CH:12][N:11]=[CH:10][CH:9]=1. Reported procedure: To a solution of 5-methyl-6-[1-(2,2,2-trichloroethoxycarbonyl)-1,4-dihydro-4-pyridinyl]-2H-1,4-thiazin-3(4H)-one (1 g) in formic acid (14 ml), zinc powder (1 g) was added and the reaction mixture was stirred at room temperature for 3 hours. The insoluble solid was removed by filtration. The filtrate was evaporated to dryness and the residue was dissolved in water (30 ml). The solution was adjusted to pH 7.0 by 1N aqueous sodium hydroxide. The precipitates were extracted with chloroform (although... The reactants are Br.NC1=C2CCN(CC2=CC=C1)CCC (5-Amino-2-n-propyl-1,2,3,4-tetrahydroisoquinoline hydrobromide), COC=1C=C(C(=O)Cl)C=C(C1OC)OC (3,4,5-trimethoxybenzoyl chloride), C1NCCC2=CC=CC=C12 (tetrahydroisoquinoline), C([O-])(O)=O.[K+] (potassium bicarbonate). The solvent is C1=CC=CC=C1 (benzene), C1=CC=CC=C1 (benzene). Yields the product COC=1C=C(C(=O)NC2=C3CCN(CC3=CC=C2)CCC)C=C(C1OC)OC (5-(3,4,5-trimethoxybenzamido)-2-n-propyl-1,2,3,4-tetrahydroisoquinoline). RXN SMILES: Br.[NH2:2][C:3]1[CH:12]=[CH:11][CH:10]=[C:9]2[C:4]=1[CH2:5][CH2:6][N:7]([CH2:13][CH2:14][CH3:15])[CH2:8]2.C(=O)(O)[O-].[K+].[CH3:21][O:22][C:23]1[CH:24]=[C:25]([CH:29]=[C:30]([O:34][CH3:35])[C:31]=1[O:32][CH3:33])[C:26](Cl)=[O:27].C1C2C(=CC=CC=2)CCN1>C1C=CC=CC=1>[CH3:35][O:34][C:30]1[CH:29]=[C:25]([CH:24]=[C:23]([O:22][CH3:21])[C:31]=1[O:32][CH3:33])[C:26]([NH:2][C:3]1[CH:12]=[CH:11][CH:10]=[C:9]2[C:4]=1[CH2:5][CH2:6][N:7]([CH2:13][CH2:14][CH3:15])[CH2:8]2)=[O:27] |f:0.1,2.3|. Reported procedure: 5-Amino-2-n-propyl-1,2,3,4-tetrahydroisoquinoline hydrobromide (13.7 g) prepared as in Example 5 was suspended in dry benzene (100 ml) and 0.5 g of dry potassium bicarbonate was added. A 0.1 mole excess of 3,4,5-trimethoxybenzoyl chloride was dissolved in dry benzene (100 ml) and this solution was added to the solution of the tetrahydroisoquinoline. The mixture was refluxed for 5 days. The precipitate formed was collected by filtration and washed with 10% sodium carbonate solution followed by wa...